From a dataset of the Open Reaction Database (ORD), a public repository of structured organic reaction records. describe an organic reaction: reactants, conditions, products, and yield Product: N[C@@H](C)C(=O)O.C(C(CO)(CO)N)O (Ala Tris). The reactants are N(CC(=O)O)C(=O)OCC1=CC=CC=C1.C(C(CO)(CO)N)O (Z-Gly Tris), N([C@@H](C)C(=O)O)C(=O)OCC1=CC=CC=C1.C(C(CO)(CO)N)O (Z-Ala Tris), Peptide. Procedure details: The title compound was obtained in quantitative yield by hydrogenation of a solution of Z-Gly-Tris in ethanol at 40 atm. pressure in a Parr hydrogenator in the presence of palladium on carbon (10%). The removal of the benzyloxycarbonyl group was monitored by HPLC (System A). The catalyst was removed by filtration and washed with ethanol. Evaporation of the solvent gave the title product in 95% purity as shown by 1H NMR spectroscopy. Ala-Tris was prepared in an analogous manner. The preparation o... RXN SMILES: N(C(OCC1C=CC=CC=1)=O)CC(O)=O.[CH2:16]([OH:23])[C:17]([NH2:22])([CH2:20][OH:21])[CH2:18][OH:19].[NH:24](C(OCC1C=CC=CC=1)=O)[C@H:25]([C:27]([OH:29])=[O:28])[CH3:26].C(O)C(N)(CO)CO>>[NH2:24][C@H:25]([C:27]([OH:29])=[O:28])[CH3:26].[CH2:16]([OH:23])[C:17]([NH2:22])([CH2:20][OH:21])[CH2:18][OH:19] |f:0.1,2.3,4.5|. Reactants: C(C1=CC=CC=C1)(=O)C=1C(N(C(N(C1CBr)C)=O)C)=O (5-Benzoyl-6-(bromomethyl)-1,3-dimethylpyrimidine-2,4(1H,3H)-dione), TEA, NCCNC(OC(C)(C)C)=O (tert-butyl 2-aminoethylcarbamate). The solvent is CCO (EtOH). Reaction conditions: temperature 100 celsius. Yields the product C(C)(C)(C)OC(NCCN1C=C2N(C(N(C(C2=C1C1=CC=CC=C1)=O)C)=O)C)=O ([2-(1,3-Dimethyl-2,4-dioxo-5-phenyl-1,2,3,4-tetrahydro-pyrrolo[3,4-d]pyrimidin-6-yl)-ethyl]-carbamic acid tert-butyl ester). RXN SMILES: [C:1]([C:9]1[C:10](=[O:20])[N:11]([CH3:19])[C:12](=[O:18])[N:13]([CH3:17])[C:14]=1[CH2:15]Br)(=O)[C:2]1[CH:7]=[CH:6][CH:5]=[CH:4][CH:3]=1.[NH2:21][CH2:22][CH2:23][NH:24][C:25](=[O:31])[O:26][C:27]([CH3:30])([CH3:29])[CH3:28]>CCO>[C:27]([O:26][C:25](=[O:31])[NH:24][CH2:23][CH2:22][N:21]1[C:1]([C:2]2[CH:7]=[CH:6][CH:5]=[CH:4][CH:3]=2)=[C:9]2[C:14]([N:13]([CH3:17])[C:12](=[O:18])[N:11]([CH3:19])[C:10]2=[O:20])=[CH:15]1)([CH3:30])([CH3:28])[CH3:29]. Procedure details: 5-Benzoyl-6-(bromomethyl)-1,3-dimethyl-1H-pyrimidine-2,4-dione (step 3) (1 g, 2.97 mmol) in EtOH (12 mL) was treated with TEA (0.41 mL, 2.97 mmol) and tert-butyl 2-aminoethylcarbamate (commercial) (0.465 mL, 2.97 mmol). The mixture was heated to 100° C. for 1 h using microwave irradiation. After this time, a white precipitate had formed. The solid was collected via reduced pressure filtration and was washed with diethyl ether. The title compound was obtained as white needles. Reactants: C(C)[C@H]1NC(C2=C1N(C=C2)S(=O)(=O)C2=CC=C(C)C=C2)=O ((R)-6-ethyl-1-tosyl-5,6-dihydropyrrolo[3,4-b]pyrrol-4(1H)-one), C([O-])([O-])=O.[K+].[K+] (potassium carbonate). Run in CO (MeOH). Conditions: time 1 hour. Product: C(C)[C@H]1NC(C2=C1NC=C2)=O ((R)-6-ethyl-5,6-dihydropyrrolo[3,4-b]pyrrol-4(1H)-one). Isolated yield 56.1%. RXN SMILES: [CH2:1]([C@@H:3]1[C:7]2[N:8](S(C3C=CC(C)=CC=3)(=O)=O)[CH:9]=[CH:10][C:6]=2[C:5](=[O:21])[NH:4]1)[CH3:2].C(=O)([O-])[O-].[K+].[K+]>CO>[CH2:1]([C@@H:3]1[C:7]2[NH:8][CH:9]=[CH:10][C:6]=2[C:5](=[O:21])[NH:4]1)[CH3:2] |f:1.2.3|. Procedure details: To a solution of (R)-6-ethyl-1-tosyl-5,6-dihydropyrrolo[3,4-b]pyrrol-4(1H)-one (505e, 3.49 g, 11.47 mmol) in MeOH (50 mL) in an ice bath was added potassium carbonate (3.17 g, 22.93 mmol) in one portion. The resulting white suspension was stirred in an ice bath for 1 h and at RT for 1 h. The suspension was filtered through a pad of Celite washing with MeOH. 10 g silica gel was added to the filtrate and concentrated in vacuo. It was purified on the ISCO Combiflash RF (40 g Grace Reveleris column,... Reactants: C(C1=CC=CC=C1)C=1C=NC2=C(C=CC=C2C1C=1C=C(C=CC1)N)C(F)(F)F ({3-[3-benzyl-8-(trifluoromethyl)quinolin-4-yl]phenyl}amine), IC=1C=CC(=C(C=O)C1)O (5-iodo-2-hydroxy-benzaldehyde). The product is C(C1=CC=CC=C1)C=1C=NC2=C(C=CC=C2C1C=1C=C(C=CC1)NCC1=C(C=CC(=C1)I)O)C(F)(F)F (2-[({3-[3-BENZYL-8-(TRIFLUOROMETHYL)QUINOLIN-4-YL]PHENYL}AMINO)METHYL]-4-IODOPHENOL). Reaction SMILES: [CH2:1]([C:8]1[CH:9]=[N:10][C:11]2[C:16]([C:17]=1[C:18]1[CH:19]=[C:20]([NH2:24])[CH:21]=[CH:22][CH:23]=1)=[CH:15][CH:14]=[CH:13][C:12]=2[C:25]([F:28])([F:27])[F:26])[C:2]1[CH:7]=[CH:6][CH:5]=[CH:4][CH:3]=1.[I:29][C:30]1[CH:31]=[CH:32][C:33]([OH:38])=[C:34]([CH:37]=1)[CH:35]=O>>[CH2:1]([C:8]1[CH:9]=[N:10][C:11]2[C:16]([C:17]=1[C:18]1[CH:19]=[C:20]([NH:24][CH2:35][C:34]3[CH:37]=[C:30]([I:29])[CH:31]=[CH:32][C:33]=3[OH:38])[CH:21]=[CH:22][CH:23]=1)=[CH:15][CH:14]=[CH:13][C:12]=2[C:25]([F:28])([F:26])[F:27])[C:2]1[CH:3]=[CH:4][CH:5]=[CH:6][CH:7]=1. Reported procedure: The title compound was prepared from {3-[3-benzyl-8-(trifluoromethyl)quinolin-4-yl]phenyl}amine and 5-iodo-2-hydroxy-benzaldehyde according to the procedure of Example 66. MS (ESI) m/z 611. Reactants: C(C)OC(CN)OCC (2,2-diethoxyethanamine), C([O-])([O-])=O.[K+].[K+] (potassium carbonate), C(CC(C)C)Br (isoamylbromide). The solvent is C(C)#N (acetonitrile), C(C)#N (acetonitrile). Conditions: temperature 65 celsius, time 8 hour. Yields the product C(C)OC(CNCCC(C)C)OCC (N-(2,2-diethoxyethyl)-3-methylbutan-1-amine). Yield: 77.2%. RXN SMILES: [CH2:1]([O:3][CH:4]([O:7][CH2:8][CH3:9])[CH2:5][NH2:6])[CH3:2].C(=O)([O-])[O-].[K+].[K+].[CH2:16](Br)[CH2:17][CH:18]([CH3:20])[CH3:19]>C(#N)C>[CH2:1]([O:3][CH:4]([O:7][CH2:8][CH3:9])[CH2:5][NH:6][CH2:16][CH2:17][CH:18]([CH3:20])[CH3:19])[CH3:2] |f:1.2.3|. Procedure details: To a solution of 2,2-diethoxyethanamine 2.91 ml (20 mmol) in acetonitrile 50 ml, potassium carbonate 2.0 g (15 mmol) and a solution of isoamylbromide 1.26 ml (10 mmol) in acetonitrile 20 ml were added and the mixture was stirred at 65° C. overnight. The reaction mixture was concentrated in vacuo and the residue was diluted with ethyl acetate 100 ml and washed with water 100 ml and brine 100 ml. The organic phase was dried over magnesium sulfate and filtered. The filtrate was concentrated in vacu... Starting materials: [Al+3], COc1ccc2c(Cc3ccc(CN4CCCC4)c(Br)c3)c(-c3ccc(OCCN4CCCC4)cc3)sc2c1, CCS, [Cl-], [Cl-], [Cl-], CC(Cl)Cl. Yields the product Oc1ccc2c(Cc3ccc(CN4CCCC4)c(Br)c3)c(-c3ccc(OCCN4CCCC4)cc3)sc2c1. Reaction SMILES: [Al+3:44].[Br:1][c:2]1[cH:3][c:4]([CH2:5][c:6]2[c:7]3[c:8]([s:9][c:10]2-[c:11]2[cH:12][cH:13][c:14]([O:17][CH2:18][CH2:19][N:20]4[CH2:21][CH2:22][CH2:23][CH2:24]4)[cH:15][cH:16]2)[cH:25][c:26]([O:29][CH3:30])[cH:27][cH:28]3)[cH:31][cH:32][c:33]1[CH2:34][N:35]1[CH2:36][CH2:37][CH2:38][CH2:39]1.[CH2:40]([SH:41])[CH3:42].[Cl-:43].[Cl-:45].[Cl-:46].[Cl:47][CH:48]([Cl:49])[CH3:50]>>[Br:1][c:2]1[cH:3][c:4]([CH2:5][c:6]2[c:7]3[c:8]([s:9][c:10]2-[c:11]2[cH:12][cH:13][c:14]([O:17][CH2:18][CH2:19][N:20]4[CH2:21][CH2:22][CH2:23][CH2:24]4)[cH:15][cH:16]2)[cH:25][c:26]([OH:29])[cH:27][cH:28]3)[cH:31][cH:32][c:33]1[CH2:34][N:35]1[CH2:36][CH2:37][CH2:38][CH2:39]1. The product is COC(=O)C(C(=O)O)(CC1=CC=C(C=C1)OCCC=1N=C(OC1C)C1=CC=CC=C1)C (2-Methoxycarbonyl-2-methyl-3-[4-[2-(5-methyl-2-phenyl-4-oxazolyl)ethoxy]phenyl]propionic acid). Reported procedure: To a solution of 2-methoxycarbonyl-3-[4-[2-(5-methyl-2-phenyl-4-oxazolyl)ethoxy]phenyl]propionic acid (4.10 g, 10.0 mmol) obtained in Example 1 in tetrahydrofuran (50 ml) was dropwise added lithium diisopropylamide (1.5 M cyclohexane solution, 15.0 ml, 22.5 mmol) at −78° C. under argon atmosphere. The mixture was stirred at said temperature and methyl iodide (2.5 ml, 40 mmol) was dropwise added. The mixture was stirred at said temperature for 2 hr and 10% aqeuous ammonium chloride (20 ml) was ad... The solvent is O1CCCC1 (tetrahydrofuran). RXN SMILES: [CH3:1][O:2][C:3]([CH:5]([CH2:9][C:10]1[CH:15]=[CH:14][C:13]([O:16][CH2:17][CH2:18][C:19]2[N:20]=[C:21]([C:25]3[CH:30]=[CH:29][CH:28]=[CH:27][CH:26]=3)[O:22][C:23]=2[CH3:24])=[CH:12][CH:11]=1)[C:6]([OH:8])=[O:7])=[O:4].[CH:31]([N-]C(C)C)(C)C.[Li+].CI.[Cl-].[NH4+]>O1CCCC1>[CH3:1][O:2][C:3]([C:5]([CH3:31])([CH2:9][C:10]1[CH:11]=[CH:12][C:13]([O:16][CH2:17][CH2:18][C:19]2[N:20]=[C:21]([C:25]3[CH:26]=[CH:27][CH:28]=[CH:29][CH:30]=3)[O:22][C:23]=2[CH3:24])=[CH:14][CH:15]=1)[C:6]([OH:8])=[O:7])=[O:4] |f:1.2,4.5|. The reactants are COC(=O)C(C(=O)O)CC1=CC=C(C=C1)OCCC=1N=C(OC1C)C1=CC=CC=C1 (2-Methoxycarbonyl-3-[4-[2-(5-methyl-2-phenyl-4-oxazolyl)ethoxy]phenyl]propionic acid), [Cl-].[NH4+] (ammonium chloride), C(C)(C)[N-]C(C)C.[Li+] (lithium diisopropylamide), CI (methyl iodide). The yield is 112.9%. The reactants are C(C)(C)(C)OC(=O)N1C[C@@H](N(CC1)CC1=CC(=CC=C1)C1=NC(=NC=C1)Cl)C (4-[3-(2-Chloro-pyrimidin-4-yl)-benzyl]-3-(S)-methyl-piperazine-1-carboxylic acid tert-butyl ester), NCCC1=CC(=C(C=C1)O)C (4-(2-amino-ethyl)-2-methyl-phenol), 418. The product is CC1=C(C=CC(=C1)CCNC1=NC=CC(=N1)C1=CC(=CC=C1)CN1[C@H](CNCC1)C)O (2-Methyl-4-(2-{4-[3-(2(S)-methyl-piperazin-1-ylmethyl)-phenyl]-pyrimidin-2-ylamino}-ethyl)-phenol). Reaction SMILES: C(OC([N:8]1[CH2:13][CH2:12][N:11]([CH2:14][C:15]2[CH:20]=[CH:19][CH:18]=[C:17]([C:21]3[CH:26]=[CH:25][N:24]=[C:23](Cl)[N:22]=3)[CH:16]=2)[C@@H:10]([CH3:28])[CH2:9]1)=O)(C)(C)C.[NH2:29][CH2:30][CH2:31][C:32]1[CH:37]=[CH:36][C:35]([OH:38])=[C:34]([CH3:39])[CH:33]=1>>[CH3:39][C:34]1[CH:33]=[C:32]([CH2:31][CH2:30][NH:29][C:23]2[N:22]=[C:21]([C:17]3[CH:18]=[CH:19][CH:20]=[C:15]([CH2:14][N:11]4[CH2:12][CH2:13][NH:8][CH2:9][C@@H:10]4[CH3:28])[CH:16]=3)[CH:26]=[CH:25][N:24]=2)[CH:37]=[CH:36][C:35]=1[OH:38]. Procedure: Intermediate 68 was coupled with 4-(2-amino-ethyl)-2-methyl-phenol following procedure F. The resulting product was deprotected following procedure G2. LC-MS showed the product had the expected M+H+ of 418. 1H NMR (Varian 300 MHz, CD3OD, shifts relative to the solvent peak at 3.3 ppm) δ 8.32 (s, 1H), 8.26 (d, 1H), 7.78 (d, 1H), 7.64 (t, 1H), 7.45 (d, 1H), 7.13 (d, 1H), 6.98 (s, 1H), 6.88 (d, 1H), 6.60 (d, 1H), 4.71 (d, 1H), 3.99 (d, 1H), 3.84 (s, 2H), 3.45 (m, 3H), 3.23 (m, 3H), 3.02 (t, 1H), 2.... Starting materials: O=C([O-])[O-], CN(C)CCCl, [Cs+], [Cs+], O=[N+]([O-])c1cc[nH]c1, CN(C)C=O. Yields the product CN(C)CCn1ccc([N+](=O)[O-])c1. Reaction SMILES: [C:9](=[O:10])([O-:11])[O-:12].[Cl:15][CH2:16][CH2:17][N:18]([CH3:19])[CH3:20].[Cs+:13].[Cs+:14].[N+:1](=[O:2])([O-:3])[c:4]1[cH:5][nH:6][cH:7][cH:8]1.[O:21]=[CH:22][N:23]([CH3:24])[CH3:25]>>[N+:1](=[O:2])([O-:3])[c:4]1[cH:5][n:6]([CH2:16][CH2:17][N:18]([CH3:19])[CH3:20])[cH:7][cH:8]1. The reactants are CC(C)(C)OC(=O)N1C(Cc2ccc(N)cc2)CCC1C(O[Si](C)(C)C(C)(C)C)c1cccc(F)c1, ClCCCl, CCN(C(C)C)C(C)C, CN(C)C=O, On1nnc2cccnc21, CC(C(=O)O)c1cscn1. As a reaction SMILES: [C:1]([CH3:2])([CH3:3])([CH3:4])[O:5][C:6](=[O:7])[N:8]1[CH:9]([CH2:29][c:30]2[cH:31][cH:32][c:33]([NH2:36])[cH:34][cH:35]2)[CH2:10][CH2:11][CH:12]1[CH:13]([c:14]1[cH:15][c:16]([F:20])[cH:17][cH:18][cH:19]1)[O:21][Si:22]([CH3:23])([CH3:24])[C:25]([CH3:26])([CH3:27])[CH3:28].[CH2:57]([Cl:58])[CH2:59][Cl:60].[CH:61]([N:62]([CH2:63][CH3:64])[CH:65]([CH3:66])[CH3:67])([CH3:68])[CH3:69].[O:70]=[CH:71][N:72]([CH3:73])[CH3:74].[OH:47][n:48]1[c:49]2[n:50][cH:51][cH:52][cH:53][c:54]2[n:55][n:56]1.[s:37]1[cH:38][n:39][c:40]([CH:42]([C:43](=[O:44])[OH:45])[CH3:46])[cH:41]1>>[C:1]([CH3:2])([CH3:3])([CH3:4])[O:5][C:6](=[O:7])[N:8]1[CH:9]([CH2:29][c:30]2[cH:31][cH:32][c:33]([NH:36][C:43]([CH:42]([c:40]3[n:39][cH:38][s:37][cH:41]3)[CH3:46])=[O:44])[cH:34][cH:35]2)[CH2:10][CH2:11][CH:12]1[CH:13]([c:14]1[cH:15][c:16]([F:20])[cH:17][cH:18][cH:19]1)[O:21][Si:22]([CH3:23])([CH3:24])[C:25]([CH3:26])([CH3:27])[CH3:28]. The product is CC(C(=O)Nc1ccc(CC2CCC(C(O[Si](C)(C)C(C)(C)C)c3cccc(F)c3)N2C(=O)OC(C)(C)C)cc1)c1cscn1.